From a dataset of the Open Reaction Database (ORD), a public repository of structured organic reaction records. describe an organic reaction: reactants, conditions, products, and yield Reaction SMILES: Cl.Cl.[N:3]12[CH2:10][CH2:9][CH:6]([CH2:7][CH2:8]1)[C@H:5]([NH2:11])[CH2:4]2.[O:12]1[CH:16]=[CH:15][CH:14]=[C:13]1/[CH:17]=[CH:18]/[C:19](O)=[O:20]>>[N:3]12[CH2:10][CH2:9][CH:6]([CH2:7][CH2:8]1)[C@H:5]([NH:11][C:19](=[O:20])/[CH:18]=[CH:17]/[C:13]1[O:12][CH:16]=[CH:15][CH:14]=1)[CH2:4]2 |f:0.1.2|. Yields the product N12C[C@H](C(CC1)CC2)NC(\C=C\C=2OC=CC2)=O ((S)-N-(1-Azabicyclo[2.2.2]oct-3-yl)[E-3-(2-furyl)propenamide]). Starting materials: Cl.Cl.N12C[C@H](C(CC1)CC2)N ((S)-1-azabicyclo[2.2.2]oct-3-ylamine dihydrochloride), O1C(=CC=C1)/C=C/C(=O)O (E-3-(2-furyl)propenoic acid). Procedure: Prepared as a free base by a method analogous to that described in Example 1 from (S)-1-azabicyclo[2.2.2]oct-3-ylamine dihydrochloride and E-3-(2-furyl)propenoic acid; the compound was purified by chromatography on silica gel using ammoniated methanol/chloroform mixtures as the eluent, followed by recrystallization from ethyl acetate/hexane; MS (ES+) 247 (MH+). Reactants: CC(=O)c1ccc(S(N)(=O)=O)c(Cl)c1, CC(=O)OC(C)=O, O, O=S(=O)(O)O. The product is CC(=O)NS(=O)(=O)c1ccc(C(C)=O)cc1Cl. As a reaction SMILES: [C:1]([CH3:2])(=[O:3])[c:4]1[cH:5][c:6]([Cl:14])[c:7]([S:10](=[O:11])(=[O:12])[NH2:13])[cH:8][cH:9]1.[CH3:15][C:16](=[O:17])[O:18][C:19](=[O:20])[CH3:21].[OH2:27].[S:22](=[O:23])(=[O:24])([OH:25])[OH:26]>>[C:1]([CH3:2])(=[O:3])[c:4]1[cH:5][c:6]([Cl:14])[c:7]([S:10](=[O:11])(=[O:12])[NH:13][C:16]([CH3:15])=[O:17])[cH:8][cH:9]1. Starting materials: C(C1=CC=CC=C1)OC1=NC=CC(=C1)N1CCC(CC1)N(C(OCC1=CC=CC=C1)=O)C (benzyl 1-(2-(benzyloxy)pyridin-4-yl)piperidin-4-yl(methyl)carbamate). Reagents/catalysts: [OH-].[OH-].[Pd+2] (Pd(OH)2). The solvent is CO (MeOH). Conditions: time 4 hour. The product is CNC1CCN(CC1)C1=CC(NC=C1)=O (4-(4-(Methylamino)piperidin-1-yl)pyridin-2(1H)-one). The yield is 87.0%. As a reaction SMILES: C([O:8][C:9]1[CH:14]=[C:13]([N:15]2[CH2:20][CH2:19][CH:18]([N:21](C)[C:22](=O)OCC3C=CC=CC=3)[CH2:17][CH2:16]2)[CH:12]=[CH:11][N:10]=1)C1C=CC=CC=1>CO.[OH-].[OH-].[Pd+2]>[CH3:22][NH:21][CH:18]1[CH2:19][CH2:20][N:15]([C:13]2[CH:12]=[CH:11][NH:10][C:9](=[O:8])[CH:14]=2)[CH2:16][CH2:17]1 |f:2.3.4|. Procedure: A solution of benzyl 1-(2-(benzyloxy)pyridin-4-yl)piperidin-4-yl(methyl)carbamate (400 mg, 1.160 mmol, 1.0 eq) in MeOH (5 ml) was degassed for 15 minutes with nitrogen. Pd(OH)2 (300 mg, 60% w/w) was then added and hydrogenation was carried out for 4 hours at RT. After monitoring by TLC, the reaction mixture was filtered off over Celite, concentrated under reduced pressure and dried. Yield: 87% (210 mg, 1.014 mmol) Starting materials: C(C1=CC=CC=C1)OC(=O)C(C1=CC=CC=C1)N1C(C(C1)N1C(C=2C(C1=O)=CC=CC2)=O)=O (1-(α-Benzyloxycarbonylbenzyl)-3-phthalimido-2-azetidinone), [H][H] (hydrogen). Reagents/catalysts: [Pd] (palladium on carbon). Run in C(C)(=O)OCC (ethyl acetate). The product is C(=O)(O)C(C1=CC=CC=C1)N1C(C(C1)N1C(C=2C(C1=O)=CC=CC2)=O)=O (1-(α-carboxybenzyl)-3-phthalimido-2-azetidinone). The yield is 81.0%. Reaction SMILES: C([O:8][C:9]([CH:11]([N:18]1[CH2:21][CH:20]([N:22]2[C:26](=[O:27])[C:25]3=[CH:28][CH:29]=[CH:30][CH:31]=[C:24]3[C:23]2=[O:32])[C:19]1=[O:33])[C:12]1[CH:17]=[CH:16][CH:15]=[CH:14][CH:13]=1)=[O:10])C1C=CC=CC=1.[H][H]>C(OCC)(=O)C.[Pd]>[C:9]([CH:11]([N:18]1[CH2:21][CH:20]([N:22]2[C:23](=[O:32])[C:24]3=[CH:31][CH:30]=[CH:29][CH:28]=[C:25]3[C:26]2=[O:27])[C:19]1=[O:33])[C:12]1[CH:17]=[CH:16][CH:15]=[CH:14][CH:13]=1)([OH:10])=[O:8]. Procedure details: 1-(α-Benzyloxycarbonylbenzyl)-3-phthalimido-2-azetidinone (1.32 g) was dissolved in ethyl acetate (30 ml), and to the solution, there was added 10% palladium on carbon (500 mg), and the mixture was subjected to catalytic reduction in a stream of hydrogen gas at ordinary temperature and ordinary atmospheric pressure. After a calculated volume of the hydrogen gas was absorbed into the reaction mixture in the course of 3 hours. The reaction mixture was adjusted to about pH 8 with 2% aqueous sodium ... Starting materials: COc1ccc(Br)c(C(=O)O)c1, O=C([O-])[O-], [NH4+], [NH4+], CN(C)C=O, O. The product is COc1ccc(Br)c(C(N)=O)c1. As a reaction SMILES: [Br:1][c:2]1[c:3]([C:4](=[O:5])[OH:6])[cH:7][c:8]([O:11][CH3:12])[cH:9][cH:10]1.[C:13](=[O:14])([O-:15])[O-:16].[NH4+:17].[NH4+:18].[O:20]=[CH:21][N:22]([CH3:23])[CH3:24].[OH2:19]>>[Br:1][c:2]1[c:3]([C:4](=[O:5])[NH2:17])[cH:7][c:8]([O:11][CH3:12])[cH:9][cH:10]1. Starting materials: CCO, COc1nc2cc(Cl)ccc2nc1Cl, NN, O. Yields the product COc1nc2cc(Cl)ccc2nc1NN. Reaction SMILES: [CH3:18][CH2:19][OH:20].[Cl:1][c:2]1[n:3][c:4]2[cH:5][cH:6][c:7]([Cl:14])[cH:8][c:9]2[n:10][c:11]1[O:12][CH3:13].[NH2:16][NH2:17].[OH2:15]>>[c:2]1([NH:16][NH2:17])[n:3][c:4]2[cH:5][cH:6][c:7]([Cl:14])[cH:8][c:9]2[n:10][c:11]1[O:12][CH3:13]. Reactants: [N+](=O)([O-])C1=C(C=C(C=C1)Cl)COC1=CC=C(C(=O)OC)C=C1 (methyl 4-(2-nitro-5-chlorophenylmethoxy)benzoate), C1CCOC1 (THF), Cl (HCl). Reagents/catalysts: [Fe] (iron). The solvent is O (water). Conditions: time 13 hour. Product: NC1=C(C=C(C=C1)Cl)COC1=CC=C(C(=O)OC)C=C1 (Methyl 4-(2-amino-5-chlorophenylmethoxy)benzoate). The yield is 100.4%. As a reaction SMILES: [N+:1]([C:4]1[CH:9]=[CH:8][C:7]([Cl:10])=[CH:6][C:5]=1[CH2:11][O:12][C:13]1[CH:22]=[CH:21][C:16]([C:17]([O:19][CH3:20])=[O:18])=[CH:15][CH:14]=1)([O-])=O.C1COCC1.Cl>[Fe].O>[NH2:1][C:4]1[CH:9]=[CH:8][C:7]([Cl:10])=[CH:6][C:5]=1[CH2:11][O:12][C:13]1[CH:22]=[CH:21][C:16]([C:17]([O:19][CH3:20])=[O:18])=[CH:15][CH:14]=1. Procedure details: A mixture of methyl 4-(2-nitro-5-chlorophenylmethoxy)benzoate (460 mg; prepared in Reference Example 9.), THF (10 ml), water (3 ml), 1N HCl (0.4 ml) and iron powder (500 mg) was stirred for 13 hours. The reaction mixture was filtered. The filtrate was washed, dried over and concentrated under the reduced pressure. The residue was purified on silica gel column chromatography (hexane-AcOEt) to give the title compound (419 mg) having the following physical data. RXN SMILES: [CH3:17][I:18].[F:1][c:2]1[cH:3][c:4]2[c:9]([cH:10][cH:11]1)[CH:8]=[C:7]([N:12]1[CH2:13][CH2:14][CH2:15][CH2:16]1)[CH2:6][CH2:5]2.[O:19]1[CH2:20][CH2:21][CH2:22][CH2:23]1>>[F:1][c:2]1[cH:3][c:4]2[c:9]([cH:10][cH:11]1)[C:8]([CH3:17])=[C:7]([N:12]1[CH2:13][CH2:14][CH2:15][CH2:16]1)[CH2:6][CH2:5]2. The product is CC1=C(N2CCCC2)CCc2cc(F)ccc21. Reactants: CI, Fc1ccc2c(c1)CCC(N1CCCC1)=C2, C1CCOC1. Starting materials: ClC=1C(=CC2=C(SC(=C2)C2=C(C=CC=C2)F)C1Cl)OC (6,7-dichloro-5-methoxy-2-(2'-fluorophenyl)benzo[b]thiophene), Cl.N1=CC=CC=C1 (pyridine hydrochloride). The solvent is O (water). Yields the product ClC=1C(=CC2=C(SC(=C2)C2=C(C=CC=C2)F)C1Cl)O (6,7-dichloro-2-(2'-fluorophenyl)-5-hydroxybenzo[b]thiophene). Yield: 86.2%. Reaction SMILES: [Cl:1][C:2]1[C:3]([O:19]C)=[CH:4][C:5]2[CH:9]=[C:8]([C:10]3[CH:15]=[CH:14][CH:13]=[CH:12][C:11]=3[F:16])[S:7][C:6]=2[C:17]=1[Cl:18].Cl.N1C=CC=CC=1>O>[Cl:1][C:2]1[C:3]([OH:19])=[CH:4][C:5]2[CH:9]=[C:8]([C:10]3[CH:15]=[CH:14][CH:13]=[CH:12][C:11]=3[F:16])[S:7][C:6]=2[C:17]=1[Cl:18] |f:1.2|. Procedure: A mixture of 16.0 g of 6,7-dichloro-5-methoxy-2-(2'-fluorophenyl)benzo[b]thiophene and 150 g of pyridine hydrochloride is heated at 200°-250° for 1 hour with stirring under an atmosphere of nitrogen. The mixture is allowed to cool, diluted with water and the precipitate is collected. The precipitate is dissolved in dichloromethane and the solution is washed with water, dried and filtered. Evaporation of the solvent followed by treatment of the mixture with ether-hexane gives 13.2 g of 6,7-dichlo...